Dataset: the Open Reaction Database (ORD), a public repository of structured organic reaction records. Task: describe an organic reaction: reactants, conditions, products, and yield The reactants are [N+](=O)([O-])C1=CC=C2CCNC2=C1CC (6-nitro 7-ethylindoline). The reagents and catalysts are [Pd] (palladium on charcoal). The solvent is C(C)O (ethanol). The product is NC1=CC=C2C=CNC2=C1CC (6-Amino 7-Ethylindole). As a reaction SMILES: [N+:1]([C:4]1[C:12]([CH2:13][CH3:14])=[C:11]2[C:7]([CH2:8][CH2:9][NH:10]2)=[CH:6][CH:5]=1)([O-])=O>C(O)C.[Pd]>[NH2:1][C:4]1[C:12]([CH2:13][CH3:14])=[C:11]2[C:7]([CH:8]=[CH:9][NH:10]2)=[CH:6][CH:5]=1. Procedure details: 38.4 g of 6-nitro 7-ethylindoline were dissolved in 120 ml of absolute ethanol to which were added 19.2 g of palladium on charcoal at 10% (moisture 50%) and then heated to reflux for 2 hours. The reactants are O=C1N([C@@H](CN(C12COCCOC2)C(=O)OC(C)(C)C)C2=CC=CC=C2)CC(NC=2C=C1C[C@]3(C(NC4=NC=CC=C43)=O)CC1=CC2)=O ((R)-tert-butyl 5-oxo-4-(2-oxo-2-((R)-2′-oxo-1,1′,2′,3-tetrahydrospiro[inden-2,3′-pyrrolo-[2,3-b]pyridin]-5-ylamino)ethyl)-3-phenyl-8,11-dioxa-1,4-diazaspiro[5.6]-dodecane-1-carboxylate), Cl (hydrochloric acid). Run in CO (methanol). Reaction conditions: temperature 50 celsius, time 3 hour. Product: O=C1[C@]2(C=3C(=NC=CC3)N1)CC1=CC=C(C=C1C2)NC(CN2[C@@H](CNC1(C2=O)COCCOC1)C1=CC=CC=C1)=O (N—((R)-2′-oxo-1,1′,2′,3-tetrahydrospiro[inden-2,3′-pyrrolo[2,3-b]pyridin]-5-yl)-2-((R)-5-oxo-3-phenyl-8,11-dioxa-1,4-diazaspiro[5.6]dodecan-4-yl)acetamide). As a reaction SMILES: [O:1]=[C:2]1[C:7]2([CH2:13][O:12][CH2:11][CH2:10][O:9][CH2:8]2)[N:6](C(OC(C)(C)C)=O)[CH2:5][C@@H:4]([C:21]2[CH:26]=[CH:25][CH:24]=[CH:23][CH:22]=2)[N:3]1[CH2:27][C:28](=[O:48])[NH:29][C:30]1[CH:31]=[C:32]2[C:45](=[CH:46][CH:47]=1)[CH2:44][C@:34]1([C:42]3[C:37](=[N:38][CH:39]=[CH:40][CH:41]=3)[NH:36][C:35]1=[O:43])[CH2:33]2.Cl>CO>[O:43]=[C:35]1[NH:36][C:37]2=[N:38][CH:39]=[CH:40][CH:41]=[C:42]2[C@:34]21[CH2:33][C:32]1[C:45](=[CH:46][CH:47]=[C:30]([NH:29][C:28](=[O:48])[CH2:27][N:3]3[C:2](=[O:1])[C:7]4([CH2:13][O:12][CH2:11][CH2:10][O:9][CH2:8]4)[NH:6][CH2:5][C@H:4]3[C:21]3[CH:26]=[CH:25][CH:24]=[CH:23][CH:22]=3)[CH:31]=1)[CH2:44]2. Reported procedure: 0.27 g (0.41 mmol) (R)-tert-butyl 5-oxo-4-(2-oxo-2-((R)-2′-oxo-1,1′,2′,3-tetrahydrospiro[inden-2,3′-pyrrolo-[2,3-b]pyridin]-5-ylamino)ethyl)-3-phenyl-8,11-dioxa-1,4-diazaspiro[5.6]-dodecane-1-carboxylate in 5 ml of methanol were combined with 10 ml of a 1.25 M methanolic hydrochloric acid and stirred for 3 h at 50° C. The reaction mixture was concentrated by rotary evaporation and neutralised with saturated NaHCO3 solution. The precipitate formed was suction filtered, washed with water and dried... As a reaction SMILES: [CH2:1]([O:3][C:4](=[O:27])[CH2:5][CH2:6][C:7]1[CH:12]=[C:11]([C:13]([C:15]2[CH:20]=[CH:19][CH:18]=[C:17]([C:21]([O:23][CH2:24][CH3:25])=[O:22])[CH:16]=2)=[O:14])[CH:10]=[CH:9][C:8]=1[OH:26])[CH3:2].[Br:28][CH2:29][CH2:30][CH2:31][CH2:32]Br>>[CH2:1]([O:3][C:4](=[O:27])[CH2:5][CH2:6][C:7]1[CH:12]=[C:11]([C:13]([C:15]2[CH:20]=[CH:19][CH:18]=[C:17]([C:21]([O:23][CH2:24][CH3:25])=[O:22])[CH:16]=2)=[O:14])[CH:10]=[CH:9][C:8]=1[O:26][CH2:32][CH2:31][CH2:30][CH2:29][Br:28])[CH3:2]. Reactants: C(C)OC(CCC1=C(C=CC(=C1)C(=O)C1=CC(=CC=C1)C(=O)OCC)O)=O (5-[[3-(ethoxycarbonyl)phenyl]carbonyl]-2-hydroxybenzenepropanoic acid ethyl ester), BrCCCCBr (1,4-dibromobutane). Yield: 81.2%. Yields the product C(C)OC(CCC1=C(C=CC(=C1)C(=O)C1=CC(=CC=C1)C(=O)OCC)OCCCCBr)=O (2-(4-Bromobutoxy)-5-[[3-(ethoxycarbonyl)phenyl]carbonyl]benzenepropanoic Acid Ethyl Ester). Procedure: Starting with 0.388 g (1.05 mmol) of 5-[[3-(ethoxycarbonyl)phenyl]carbonyl]-2-hydroxybenzenepropanoic acid ethyl ester, and 1.81 g (8.38 mmol) of 1,4-dibromobutane, the title compound was obtained as a colorless oil, in 81.2% yield, using the procedure of example 21. The reactants are CC(C)O, [Na+], [Na], c1ccc2sc(SN3CCOCC3)nc2c1, [OH-], S, Sc1nc2ccccc2s1. The product is c1ccc2sc(SSN3CCOCC3)nc2c1. RXN SMILES: [CH:31]([OH:32])([CH3:33])[CH3:34].[Na+:30].[Na:18].[O:1]1[CH2:2][CH2:3][N:4]([S:7][c:8]2[s:9][c:10]3[cH:11][cH:12][cH:13][cH:14][c:15]3[n:16]2)[CH2:5][CH2:6]1.[OH-:29].[S:17].[SH:19][c:20]1[s:21][c:22]2[c:23]([n:24]1)[cH:25][cH:26][cH:27][cH:28]2>>[O:1]1[CH2:2][CH2:3][N:4]([S:7][S:19][c:20]2[s:21][c:22]3[c:23]([n:24]2)[cH:25][cH:26][cH:27][cH:28]3)[CH2:5][CH2:6]1.